This data is from the Open Reaction Database (ORD), a public repository of structured organic reaction records. The task is: describe an organic reaction: reactants, conditions, products, and yield The reactants are CC(C)(C)OC(=O)N1CCN(CC(=O)NC2CCN(S(=O)(=O)c3cccc4cncc(Cl)c34)C2)CC1, CC(C)(C)OC(=O)N1CCN(CC(=O)O)CC1, COCC(=O)O, Cl. Product: O=C(CN1CCNCC1)NC1CCN(S(=O)(=O)c2cccc3cncc(Cl)c23)C1. As a reaction SMILES: [C:1]([O:2][C:3](=[O:4])[N:8]1[CH2:9][CH2:10][N:11]([CH2:14][C:15](=[O:16])[NH:17][CH:18]2[CH2:19][N:20]([S:23](=[O:24])(=[O:25])[c:26]3[c:27]4[c:28]([Cl:36])[cH:29][n:30][cH:31][c:32]4[cH:33][cH:34][cH:35]3)[CH2:21][CH2:22]2)[CH2:12][CH2:13]1)([CH3:5])([CH3:6])[CH3:7].[C:38]([O:39][C:40]([N:41]1[CH2:42][CH2:43][N:44]([CH2:45][C:46]([OH:47])=[O:48])[CH2:49][CH2:50]1)=[O:51])([CH3:52])([CH3:53])[CH3:54].[CH3:55][O:56][CH2:57][C:58]([OH:59])=[O:60].[ClH:37]>>[NH:8]1[CH2:9][CH2:10][N:11]([CH2:14][C:15](=[O:16])[NH:17][CH:18]2[CH2:19][N:20]([S:23](=[O:24])(=[O:25])[c:26]3[c:27]4[c:28]([Cl:36])[cH:29][n:30][cH:31][c:32]4[cH:33][cH:34][cH:35]3)[CH2:21][CH2:22]2)[CH2:12][CH2:13]1. Solvent: FC(C(=O)O)(F)F (trifluoroacetic acid). Reaction SMILES: [Cl:1][C:2]1[N:3]=[CH:4][C:5]([C:8]([NH:10][CH2:11][CH2:12][NH:13]C(=O)OC(C)(C)C)=[O:9])=[N:6][CH:7]=1>FC(F)(F)C(O)=O>[ClH:1].[NH2:13][CH2:12][CH2:11][NH:10][C:8]([C:5]1[CH:4]=[N:3][C:2]([Cl:1])=[CH:7][N:6]=1)=[O:9] |f:2.3|. Starting materials: ClC=1N=CC(=NC1)C(=O)NCCNC(OC(C)(C)C)=O (t-butyl [2-(5-chloropyrazine-2-carboxamido)ethyl]carbamate). Procedure details: A solution of 1.6 g of t-butyl [2-(5-chloropyrazine-2-carboxamido)ethyl]carbamate in 6 ml of trifluoroacetic acid was stirred at 20° for 20 minutes. The mixture was thereafter evaporated to dryness on a rotary evaporator, the residue was dissolved in methanol and the solution was treated with hydrogen chloride in methanol (6N). After recrystallization from methanol/diethyl ether there was obtained N-(2-aminoethyl)-5-chloropyrazine-2-carboxamide hydrochloride, m.p. 225°. The product is Cl.NCCNC(=O)C1=NC=C(N=C1)Cl (N-(2-aminoethyl)-5-chloropyrazine-2-carboxamide hydrochloride).